Dataset: the Open Reaction Database (ORD), a public repository of structured organic reaction records. Task: describe an organic reaction: reactants, conditions, products, and yield Product: O=Cc1csc2ccccc12. Starting materials: CCCCOC(Cl)Cl, [Cl-], [Cl-], [Cl-], [Cl-], S=C=S, [Ti+4], c1ccc2sccc2c1. Reaction SMILES: [CH2:10]([O:14][CH:11]([Cl:12])[Cl:13])[CH2:15][CH2:16][CH3:17].[Cl-:21].[Cl-:22].[Cl-:23].[Cl-:24].[S:18]=[C:19]=[S:20].[Ti+4:25].[s:1]1[cH:2][cH:3][c:4]2[c:5]1[cH:6][cH:7][cH:8][cH:9]2>>[s:1]1[cH:2][c:3]([CH:10]=[O:14])[c:4]2[c:5]1[cH:6][cH:7][cH:8][cH:9]2. Reactants: CCNc1ncc2c(n1)N1CCCC1CN(c1cncc(Br)c1)C2=O, CCCC[Sn](CCCC)(CCCC)c1ccco1, Cc1ccccc1, [F-], [NH4+]. Yields the product CCNc1ncc2c(n1)N1CCCC1CN(c1cncc(-c3ccco3)c1)C2=O. As a reaction SMILES: [Br:1][c:2]1[cH:3][n:4][cH:5][c:6]([N:8]2[C:9](=[O:25])[c:10]3[c:11]([n:18][c:19]([NH:22][CH2:23][CH3:24])[n:20][cH:21]3)[N:12]3[CH2:13][CH2:14][CH2:15][CH:16]3[CH2:17]2)[cH:7]1.[CH2:26]([Sn:27]([CH2:28][CH2:29][CH2:30][CH3:36])([c:31]1[o:32][cH:33][cH:34][cH:35]1)[CH2:37][CH2:38][CH2:39][CH3:40])[CH2:41][CH2:42][CH3:43].[CH3:46][c:47]1[cH:48][cH:49][cH:50][cH:51][cH:52]1.[F-:44].[NH4+:45]>>[c:2]1(-[c:31]2[o:32][cH:33][cH:34][cH:35]2)[cH:3][n:4][cH:5][c:6]([N:8]2[C:9](=[O:25])[c:10]3[c:11]([n:18][c:19]([NH:22][CH2:23][CH3:24])[n:20][cH:21]3)[N:12]3[CH2:13][CH2:14][CH2:15][CH:16]3[CH2:17]2)[cH:7]1. The reactants are O=C([O-])[O-], CC(C)(C)[Si](C)(C)OC(CBr)c1ccc(OCc2ccccc2)c2[nH]c(=O)ccc12, CS(C)=O, NCCc1ccc(Oc2cccc(Cl)c2)cc1, ClCCl, [I-], [K+], [K+], [Na+]. Product: CC(C)(C)[Si](C)(C)OC(CNCCc1ccc(Oc2cccc(Cl)c2)cc1)c1ccc(OCc2ccccc2)c2[nH]c(=O)ccc12. As a reaction SMILES: [C:50](=[O:51])([O-:52])[O-:53].[CH2:18]([c:19]1[cH:20][cH:21][cH:22][cH:23][cH:24]1)[O:25][c:26]1[cH:27][cH:28][c:29]([CH:37]([CH2:38][Br:39])[O:40][Si:41]([CH3:42])([CH3:43])[C:44]([CH3:45])([CH3:46])[CH3:47])[c:30]2[cH:31][cH:32][c:33](=[O:36])[nH:34][c:35]12.[CH3:56][S:57]([CH3:58])=[O:59].[Cl:1][c:2]1[cH:3][c:4]([O:5][c:6]2[cH:7][cH:8][c:9]([CH2:12][CH2:13][NH2:14])[cH:10][cH:11]2)[cH:15][cH:16][cH:17]1.[Cl:60][CH2:61][Cl:62].[I-:49].[K+:54].[K+:55].[Na+:48]>>[Cl:1][c:2]1[cH:3][c:4]([O:5][c:6]2[cH:7][cH:8][c:9]([CH2:12][CH2:13][NH:14][CH2:38][CH:37]([c:29]3[cH:28][cH:27][c:26]([O:25][CH2:18][c:19]4[cH:20][cH:21][cH:22][cH:23][cH:24]4)[c:35]4[c:30]3[cH:31][cH:32][c:33](=[O:36])[nH:34]4)[O:40][Si:41]([CH3:42])([CH3:43])[C:44]([CH3:45])([CH3:46])[CH3:47])[cH:10][cH:11]2)[cH:15][cH:16][cH:17]1. Starting materials: NC1=CC2=C(N=C(N2)C2=CC=C(C=C2)N)C=C1 (5-amino-2-(4-aminophenyl)benzimidazole), C1(=CCCCC1)C(=O)O (1-cyclohexenecarboxylic acid). The product is C1(=CCCC1)C(=O)NC1=CC2=C(NC(=N2)C2=CC=C(C=C2)NC(=O)C2=CCCC2)C=C1 (N-(4-(5-(cyclopent-1-enecarboxamido)-1H-benzo[d]imidazol-2-yl)phenyl)cyclopent-1-enecarboxamide). Reaction SMILES: [NH2:1][C:2]1[CH:17]=[CH:16][C:5]2[N:6]=[C:7]([C:9]3[CH:14]=[CH:13][C:12]([NH2:15])=[CH:11][CH:10]=3)[NH:8][C:4]=2[CH:3]=1.[C:18]1([C:24]([OH:26])=O)[CH2:23][CH2:22][CH2:21][CH2:20]C=1>>[C:18]1([C:24]([NH:1][C:2]2[CH:17]=[CH:16][C:5]3[NH:6][C:7]([C:9]4[CH:10]=[CH:11][C:12]([NH:15][C:24]([C:18]5[CH2:23][CH2:22][CH2:21][CH:20]=5)=[O:26])=[CH:13][CH:14]=4)=[N:8][C:4]=3[CH:3]=2)=[O:26])[CH2:20][CH2:21][CH2:22][CH:23]=1. Reported procedure: Compound 182 was prepared according to the procedure similar to that described in Scheme III from 5-amino-2-(4-aminophenyl)benzimidazole and 1-cyclohexenecarboxylic acid. [M+H]+ calcd for C25H24N4O2: 413.20; found: 412.96. The reactants are [Al+3], O=C([O-])C(O)C(O)C(=O)[O-], CCCN(CCC)Cc1ccc(C(=O)OC)cc1, C1CCOC1, CO, [H-], [H-], [H-], [H-], [K+], [Li+], [Na+]. Yields the product CCCN(CCC)Cc1ccc(CO)cc1. As a reaction SMILES: [Al+3:20].[C:27]([CH:28]([CH:29]([C:30]([O-:31])=[O:32])[OH:33])[OH:34])([O-:35])=[O:36].[CH2:1]([CH2:2][CH3:3])[N:4]([CH2:5][CH2:6][CH3:7])[CH2:8][c:9]1[cH:10][cH:11][c:12]([C:13](=[O:14])[O:15][CH3:16])[cH:17][cH:18]1.[CH2:39]1[O:40][CH2:41][CH2:42][CH2:43]1.[CH3:25][OH:26].[H-:19].[H-:22].[H-:23].[H-:24].[K+:38].[Li+:21].[Na+:37]>>[CH2:1]([CH2:2][CH3:3])[N:4]([CH2:5][CH2:6][CH3:7])[CH2:8][c:9]1[cH:10][cH:11][c:12]([CH2:13][OH:14])[cH:17][cH:18]1. Reactants: CO, COC1CC(O)C(CO)O1, ClC(c1ccccc1)(c1ccccc1)c1ccccc1, c1ccncc1. Product: COC1CC(O)C(COC(c2ccccc2)(c2ccccc2)c2ccccc2)O1. As a reaction SMILES: [CH3:31][OH:32].[O:1]([CH:2]1[CH2:3][CH:4]([OH:5])[CH:6]([CH2:8][OH:9])[O:7]1)[CH3:10].[c:11]1([C:17]([c:18]2[cH:19][cH:20][cH:21][cH:22][cH:23]2)([c:24]2[cH:25][cH:26][cH:27][cH:28][cH:29]2)[Cl:30])[cH:12][cH:13][cH:14][cH:15][cH:16]1.[cH:33]1[cH:34][cH:35][n:36][cH:37][cH:38]1>>[O:1]([CH:2]1[CH2:3][CH:4]([OH:5])[CH:6]([CH2:8][O:9][C:17]([c:11]2[cH:12][cH:13][cH:14][cH:15][cH:16]2)([c:18]2[cH:19][cH:20][cH:21][cH:22][cH:23]2)[c:24]2[cH:25][cH:26][cH:27][cH:28][cH:29]2)[O:7]1)[CH3:10]. Starting materials: O=C(O)CCc1ccc(Sc2ccc(Cl)cc2)cc1, O=C(Cl)C(=O)Cl, ClCCl, CN(C)C=O. Product: O=C(Cl)CCc1ccc(Sc2ccc(Cl)cc2)cc1. As a reaction SMILES: [Cl:1][c:2]1[cH:3][cH:4][c:5]([S:8][c:9]2[cH:10][cH:11][c:12]([CH2:15][CH2:16][C:17](=[O:18])[OH:19])[cH:13][cH:14]2)[cH:6][cH:7]1.[Cl:20][C:21]([C:22]([Cl:23])=[O:24])=[O:25].[Cl:31][CH2:32][Cl:33].[O:26]=[CH:27][N:28]([CH3:29])[CH3:30]>>[Cl:1][c:2]1[cH:3][cH:4][c:5]([S:8][c:9]2[cH:10][cH:11][c:12]([CH2:15][CH2:16][C:17](=[O:19])[Cl:20])[cH:13][cH:14]2)[cH:6][cH:7]1. Starting materials: C(C)(C)OCCC(C)=O.CC(CC)=O (4-isopropoxy-2-butanone butanone), Grignard reagent, [Mg] (magnesium), C1(CC1)Br (cyclopropyl bromide), [Cl-].[NH4+] (ammonium chloride). The solvent is O1CCCC1 (tetrahydrofurane), O1CCCC1 (tetrahydrofurane). Product: C1(CC1)C(C)(CCOC(C)C)O (2-cyclopropyl-4-isopropoxy-2-butanol). As a reaction SMILES: [Mg].[CH:2]1(Br)[CH2:4][CH2:3]1.[CH:6]([O:9][CH2:10][CH2:11][C:12](=[O:14])[CH3:13])([CH3:8])[CH3:7].CC(=O)CC.[Cl-].[NH4+]>O1CCCC1>[CH:2]1([C:12]([OH:14])([CH2:11][CH2:10][O:9][CH:6]([CH3:8])[CH3:7])[CH3:13])[CH2:4][CH2:3]1 |f:2.3,4.5|. Procedure details: To the Grignard reagent [production according to E. Renk et al. J. Am. Chem. Soc. 83, 1987 (1961)], from 9.06 g (0.37 mol) of magnesium and 42.8 g (0.35 mol) of cyclopropyl bromide in 460 cc of absolute tetrahydrofurane, is added dropwise at 5°C over the course of 10 minutes, in an atmosphere of nitrogen and while stirring, a solution of 46 g (0.35 mol) of 4-isopropoxy-2-butanone -butanone in 100 cc of absolute tetrahydrofurane. After stirring the reaction mixture at room temperature for 20 hour...